From a dataset of the Open Reaction Database (ORD), a public repository of structured organic reaction records. describe an organic reaction: reactants, conditions, products, and yield The reactants are [H-].[Na+] (sodium hydride), C(C)(C)(C)OC(=O)NCCOC1=NOC(=C1)C1=CC=C(C=C1)O (3-(2-(N-tert-Butoxycarbonylamino)ethoxy)-5-(4-hydroxyphenyl)isoxazole), C(C1=CC=CC=C1)Br (benzyl bromide). Run in CN(C=O)C (dimethylformamide). Conditions: time 10 minute. Yields the product C(C1=CC=CC=C1)OC1=CC=C(C=C1)C1=CC(=NO1)OCCNC(=O)OC(C)(C)C (5-(4-Benzyloxyphenyl)-3-(2-(N-tert-butoxycarbonylamino)ethoxy)isoxazole). Yield: 54.0%. Reaction SMILES: [C:1]([O:5][C:6]([NH:8][CH2:9][CH2:10][O:11][C:12]1[CH:16]=[C:15]([C:17]2[CH:22]=[CH:21][C:20]([OH:23])=[CH:19][CH:18]=2)[O:14][N:13]=1)=[O:7])([CH3:4])([CH3:3])[CH3:2].[H-].[Na+].[CH2:26](Br)[C:27]1[CH:32]=[CH:31][CH:30]=[CH:29][CH:28]=1>CN(C)C=O>[CH2:26]([O:23][C:20]1[CH:19]=[CH:18][C:17]([C:15]2[O:14][N:13]=[C:12]([O:11][CH2:10][CH2:9][NH:8][C:6]([O:5][C:1]([CH3:4])([CH3:2])[CH3:3])=[O:7])[CH:16]=2)=[CH:22][CH:21]=1)[C:27]1[CH:32]=[CH:31][CH:30]=[CH:29][CH:28]=1 |f:1.2|. Reported procedure: 3-(2-(N-tert-Butoxycarbonylamino)ethoxy)-5-(4-hydroxyphenyl)isoxazole (0.2 g) was dissolved in dimethylformamide (2 ml), and 55% sodium hydride (oil, 0.03 g) was added thereto at 5° C. under a nitrogen atmosphere, followed by stirring of the resulting mixture at the same temperature for 10 minutes. Then, benzyl bromide (0.08 ml) was added dropwise thereto and the mixture was stirred at room temperature for 30 minutes. The reaction mixture was poured into ice-cold water and extracted with ethyl a...